This data is from the Open Reaction Database (ORD), a public repository of structured organic reaction records. The task is: describe an organic reaction: reactants, conditions, products, and yield Reactants: CCOC(=O)C1=C(c2cn(S(=O)(=O)c3ccc(C)cc3)c3ccc(C#N)cc23)CCC1, C1CCOC1, [Na+], [OH-]. Yields the product CCOC(=O)C1=C(c2c[nH]c3ccc(C#N)cc23)CCC1. As a reaction SMILES: [CH2:1]([CH3:2])[O:3][C:4](=[O:5])[C:6]1=[C:7]([c:11]2[cH:12][n:13]([S:22]([c:23]3[cH:24][cH:25][c:26]([CH3:27])[cH:28][cH:29]3)(=[O:30])=[O:31])[c:14]3[cH:15][cH:16][c:17]([C:20]#[N:21])[cH:18][c:19]23)[CH2:8][CH2:9][CH2:10]1.[CH2:34]1[O:35][CH2:36][CH2:37][CH2:38]1.[Na+:33].[OH-:32]>>[CH2:1]([CH3:2])[O:3][C:4](=[O:5])[C:6]1=[C:7]([c:11]2[cH:12][nH:13][c:14]3[cH:15][cH:16][c:17]([C:20]#[N:21])[cH:18][c:19]23)[CH2:8][CH2:9][CH2:10]1. The reactants are C1(=CC=CC=C1)C(CCOC1=CC=C(CCl)C=C1)(C1=CC=CC=C1)C1=CC=CC=C1 (4-(3,3,3-triphenylpropoxy)benzyl chloride), CN(C)C.C(C)O (trimethylamine ethanol). Conditions: temperature 80 celsius. The product is [Cl-].C[N+](C)(C)CC1=CC=C(C=C1)OCCC(C1=CC=CC=C1)(C1=CC=CC=C1)C1=CC=CC=C1 (N,N,N-Trimethyl-[4-(3,3,3-triphenylpropoxy)phenyl]methylammonium chloride), hydrate. As a reaction SMILES: [C:1]1([C:7]([C:25]2[CH:30]=[CH:29][CH:28]=[CH:27][CH:26]=2)([C:19]2[CH:24]=[CH:23][CH:22]=[CH:21][CH:20]=2)[CH2:8][CH2:9][O:10][C:11]2[CH:18]=[CH:17][C:14]([CH2:15][Cl:16])=[CH:13][CH:12]=2)[CH:6]=[CH:5][CH:4]=[CH:3][CH:2]=1.[CH3:31][N:32]([CH3:34])[CH3:33].C(O)C>>[Cl-:16].[CH3:31][N+:32]([CH2:15][C:14]1[CH:17]=[CH:18][C:11]([O:10][CH2:9][CH2:8][C:7]([C:19]2[CH:24]=[CH:23][CH:22]=[CH:21][CH:20]=2)([C:25]2[CH:26]=[CH:27][CH:28]=[CH:29][CH:30]=2)[C:1]2[CH:2]=[CH:3][CH:4]=[CH:5][CH:6]=2)=[CH:12][CH:13]=1)([CH3:34])[CH3:33] |f:1.2,3.4|. Reported procedure: A suspension of 4-(3,3,3-triphenylpropoxy)benzyl chloride, prepared in example 28, (413 mg, 1.0 mmol) in commercial 33% trimethylamine-ethanol solution was sealed in a screw-topped culture tube and was heated to 80° C. for 24 hr. The mixture was cooled and the solvent evaporated, and the residue recrystallized from isopropanolethyl acetate to provide the title compound as a hydrate, a white powder, mp 224°-225° C. (dec). 1H NMR (CDCl3) δ 7.43 (d, J=8.7 Hz, 2H) 7.15-7.35 (m, 15H), 6.71 (d, J=8.7 ... Starting materials: CCC(C)(C)OC(=O)c1cccc(OC(=O)N(C)C)c1 (substrate), Cn2cnc1ccccc12 (effective_coupling_partner). Product: CCC(C)(C)OC(=O)c3cccc(c2nc1ccccc1n2C)c3. The reagents and catalysts are dcype. Run at temperature 110 celsius, time 12 hour. Yields the product N#Cc1c(SCCc2ccccc2)nc(N)nc1-c1ccccc1. Reactants: BrCCc1ccccc1, CCO, N#Cc1c(-c2ccccc2)nc(N)[nH]c1=S. Reaction SMILES: [CH2:17]([CH2:18][c:19]1[cH:20][cH:21][cH:22][cH:23][cH:24]1)[Br:25].[CH3:26][CH2:27][OH:28].[NH2:1][c:2]1[nH:3][c:4](=[S:16])[c:5]([C:14]#[N:15])[c:6](-[c:8]2[cH:9][cH:10][cH:11][cH:12][cH:13]2)[n:7]1>>[NH2:1][c:2]1[n:3][c:4]([S:16][CH2:17][CH2:18][c:19]2[cH:20][cH:21][cH:22][cH:23][cH:24]2)[c:5]([C:14]#[N:15])[c:6](-[c:8]2[cH:9][cH:10][cH:11][cH:12][cH:13]2)[n:7]1. Reactants: COC=1C=CC(=C2C=C(OC21)COC)C(=O)O (7-methoxy-2-methoxymethylbenzofuran4-carboxylic acid), CN1N=CC(=C1N)C (2,4-dimethyl-2H-pyrazol-3-ylamine). Product: CN1N=CC(=C1NC(=O)C=1C=CC(=C2C1C=C(O2)COC)OC)C (7-Methoxy-2-methoxymethylbenzofuran-4-carboxylic Acid (2,4-dimethyl-2H-pyrazol-3-yl)-amide). Isolated yield 28.0%. Reaction SMILES: [CH3:1][O:2][C:3]1[CH:4]=[CH:5][C:6]([C:15]([OH:17])=O)=[C:7]2[C:11]=1[O:10][C:9]([CH2:12][O:13][CH3:14])=[CH:8]2.[CH3:18][N:19]1[C:23]([NH2:24])=[C:22]([CH3:25])[CH:21]=[N:20]1>>[CH3:18][N:19]1[C:23]([NH:24][C:15]([C:6]2[CH:5]=[CH:4][C:3]([O:2][CH3:1])=[C:11]3[O:10][C:9]([CH2:12][O:13][CH3:14])=[CH:8][C:7]=23)=[O:17])=[C:22]([CH3:25])[CH:21]=[N:20]1. Reported procedure: Starting from 7-methoxy-2-methoxymethylbenzofuran4-carboxylic acid (0.1 g) and 2,4-dimethyl-2H-pyrazol-3-ylamine (56 mg). Purification by column chromatography on silica eluting with 20% heptane in ethyl acetate and gradient preparative HPLC on a PhenomenexLUNA(2)™ C18 column eluting with 0.05% trifluoroacetic acid in20%-65% acetonitrile in water gave the title compound as a pale yellow solid (39 mg). Run at time 8 hour. The reactants are C(C1=CC=CC=C1)OC1=CC=C(C=C1)/C=C(/C(=O)OCC)\C ((E)-Ethyl 3-(4-(benzyloxy)phenyl)-2-methylacrylate), [H][H] (hydrogen). The product is OC1=CC=C(C=C1)CC(C(=O)OCC)C (Ethyl 3-(4-hydroxyphenyl)-2-methylpropanoate). Reported procedure: The reaction mixture compound 12.2 (2.80 g, 9.45 mmol) and Pd/C (0.40 g, wt 10% on activated carbon) in EtOH (35 mL) was purged with hydrogen three times and stirred under hydrogen at ambient temperature overnight. The catalyst was removed by filtration. The filtrate was evaporated to give the crude compound 12.3 which was used in the next step without further purification. MS ESI (pos.) m/e: 209 (M+H). 1H NMR (CDCl3) δ 7.02(d, 2H), 6.75(d, 2H), 4.11(q, 2H), 2.93(dd, 1H), 2.68(m, 2H), 1.21(t, 3H... As a reaction SMILES: C([O:8][C:9]1[CH:14]=[CH:13][C:12](/[CH:15]=[C:16](\[CH3:22])/[C:17]([O:19][CH2:20][CH3:21])=[O:18])=[CH:11][CH:10]=1)C1C=CC=CC=1.[H][H]>CCO.[Pd]>[OH:8][C:9]1[CH:10]=[CH:11][C:12]([CH2:15][CH:16]([CH3:22])[C:17]([O:19][CH2:20][CH3:21])=[O:18])=[CH:13][CH:14]=1. The reagents and catalysts are [Pd] (Pd/C). Run in CCO (EtOH). Reactants: CN1C=NC=2C1=NC=C(C2)SC(F)(F)F (3-methyl-6-trifluoromethylsulfanyl-3H-imidazo[4,5-b]pyridine), BrC1=C(C=C(C=C1)SC(F)(F)F)SCC (1-bromo-2-ethylsulfanyl-4-trifluoromethylsulfanylbenzene), C([O-])([O-])=O.[K+].[K+] (potassium carbonate), C1(=CC=CC=C1)C (toluene). Reagents/catalysts: C(C)(=O)[O-].[Pd+2].C(C)(=O)[O-] (palladium(II) acetate), O.C(C)(=O)[O-].[Cu+2].C(C)(=O)[O-] (copper(II) acetate monohydrate), C1(=CC=CC=C1)P(C1=CC=CC=C1)C1=CC=CC=C1 (triphenylphosphine). Solvent: O (water), C(C)(=O)OCC (Ethyl acetate). Yields the product C(C)SC1=C(C=CC(=C1)SC(F)(F)F)C1=NC=2C(=NC=C(C2)SC(F)(F)F)N1C (2-(2-ethylsulfanyl-4-trifluoromethylsulfanylphenyl)3-methyl-6-trifluoromethylsulfanyl-3H-imidazo[4,5-b]pyridine). Yield: 90.3%. RXN SMILES: [CH3:1][N:2]1[C:6]2=[N:7][CH:8]=[C:9]([S:11][C:12]([F:15])([F:14])[F:13])[CH:10]=[C:5]2[N:4]=[CH:3]1.Br[C:17]1[CH:22]=[CH:21][C:20]([S:23][C:24]([F:27])([F:26])[F:25])=[CH:19][C:18]=1[S:28][CH2:29][CH3:30].C(=O)([O-])[O-].[K+].[K+].C1(C)C=CC=CC=1>C([O-])(=O)C.[Pd+2].C([O-])(=O)C.O.C([O-])(=O)C.[Cu+2].C([O-])(=O)C.C1(P(C2C=CC=CC=2)C2C=CC=CC=2)C=CC=CC=1.O.C(OCC)(=O)C>[CH2:29]([S:28][C:18]1[CH:19]=[C:20]([S:23][C:24]([F:27])([F:25])[F:26])[CH:21]=[CH:22][C:17]=1[C:3]1[N:2]([CH3:1])[C:6]2=[N:7][CH:8]=[C:9]([S:11][C:12]([F:13])([F:15])[F:14])[CH:10]=[C:5]2[N:4]=1)[CH3:30] |f:2.3.4,6.7.8,9.10.11.12|. Reported procedure: A mixture of 0.11 g of 3-methyl-6-trifluoromethylsulfanyl-3H-imidazo[4,5-b]pyridine, 0.15 g of 1-bromo-2-ethylsulfanyl-4-trifluoromethylsulfanylbenzene, 0.01 g of palladium(II) acetate, 0.01 g of triphenylphosphine, 0.02 g of copper(II) acetate monohydrate, 0.13 g of potassium carbonate and 3 ml of toluene was stirred under heating and refluxing for 2 hours. Ethyl acetate and water were added to the cooled reaction mixture, and the mixture was filtered. The filtrate was extracted with ethyl acet... The reactants are CC(C)CCCC(C)CCCC(C)(O)C1CO1, c1c[nH]cn1. The product is CC(C)CCCC(C)CCCC(C)(O)C(O)Cn1ccnc1. As a reaction SMILES: [O:1]1[CH2:2][CH:3]1[C:4]([CH2:5][CH2:6][CH2:7][CH:8]([CH2:9][CH2:10][CH2:11][CH:12]([CH3:13])[CH3:14])[CH3:15])([OH:16])[CH3:17].[nH:18]1[cH:19][n:20][cH:21][cH:22]1>>[OH:1][CH:3]([CH2:2][n:18]1[cH:19][n:20][cH:21][cH:22]1)[C:4]([CH2:5][CH2:6][CH2:7][CH:8]([CH2:9][CH2:10][CH2:11][CH:12]([CH3:13])[CH3:14])[CH3:15])([OH:16])[CH3:17]. Reactants: ClC1=NC(=CC(=N1)Cl)Cl (2,4,6-trichloropyrimidine), C(CC(C)C)OC1=C(C=CC=C1)B(O)O (2-(isopentyloxy)phenylboronic acid), C1=CC=C(C=C1)P(C2=CC=CC=C2)C3=CC=CC=C3 (PPh3), C(=O)([O-])[O-].[Na+].[Na+] (Na2CO3). Reagents/catalysts: CC(=O)[O-].CC(=O)[O-].[Pd+2] (Pd(OAc)2). Run in C1CCOC1 (THF). Conditions: temperature 60 celsius. The product is ClC1=NC(=CC(=N1)Cl)C1=C(C=CC=C1)OCCC(C)C (2,4-dichloro-6-(2-(isopentyloxy)phenyl)pyrimidine). As a reaction SMILES: [Cl:1][C:2]1[N:7]=[C:6]([Cl:8])[CH:5]=[C:4](Cl)[N:3]=1.[CH2:10]([O:15][C:16]1[CH:21]=[CH:20][CH:19]=[CH:18][C:17]=1B(O)O)[CH2:11][CH:12]([CH3:14])[CH3:13].C1C=CC(P(C2C=CC=CC=2)C2C=CC=CC=2)=CC=1.C([O-])([O-])=O.[Na+].[Na+]>C1COCC1.CC([O-])=O.CC([O-])=O.[Pd+2]>[Cl:1][C:2]1[N:7]=[C:6]([Cl:8])[CH:5]=[C:4]([C:21]2[CH:20]=[CH:19][CH:18]=[CH:17][C:16]=2[O:15][CH2:10][CH2:11][CH:12]([CH3:14])[CH3:13])[N:3]=1 |f:3.4.5,7.8.9|. Procedure details: To a solution of 2,4,6-trichloropyrimidine (7.32 g, 40 mmol) in 40 mL of THF was added 2-(isopentyloxy)phenylboronic acid (4.1 g, 20 mmol), Pd(OAc)2 (0.4 mmol), PPh3 (0.8 mmol), and Na2CO3 solution (40 mL, 1M). The reaction was heated to 60° C. for 3 hours with stirring. The resulting mixture was cooled down to room temperature then partitioned between EtOAc and water. Layers were separated, and the organic layer was washed with brine, dried over sodium sulfate, filtered, and concentrated under ... The reactants are CC(C)C(Br)C(=O)Cl, CCOC(C)=O, Nc1ccccc1O, [Na+], O, O=C([O-])O. Product: CC(C)C(Br)C(=O)Nc1ccccc1O. Reaction SMILES: [Br:15][CH:16]([C:17](=[O:18])[Cl:19])[CH:20]([CH3:21])[CH3:22].[CH3:23][CH2:24][O:25][C:26](=[O:27])[CH3:28].[NH2:1][c:2]1[cH:3][cH:4][cH:5][cH:6][c:7]1[OH:8].[Na+:9].[OH2:14].[OH:10][C:11](=[O:12])[O-:13]>>[NH:1]([c:2]1[cH:3][cH:4][cH:5][cH:6][c:7]1[OH:8])[C:17]([CH:16]([Br:15])[CH:20]([CH3:21])[CH3:22])=[O:18].